Dataset: the Open Reaction Database (ORD), a public repository of structured organic reaction records. Task: describe an organic reaction: reactants, conditions, products, and yield The reactants are I.ClC1=C2C(NC(=NC2=C(C=C1)Cl)SC)C (5,8-Dichloro-4-methyl-2-methylsulfanyl-3,4-dihydro-quinazoline hydroiodide), [OH-].[NH4+] (ammonium hydroxide), [OH-].[Na+] (sodium hydroxide), OO (hydrogen peroxide). Reagents/catalysts: concentrated solution. The solvent is O (water), C(C)#N (acetonitrile). Conditions: temperature 170 celsius. The product is ClC1=C2C(NC(=NC2=C(C=C1)Cl)N)C (5,8-Dichloro-4-methyl-3,4-dihydro-quinazolin-2-ylamine). As a reaction SMILES: I.[Cl:2][C:3]1[CH:12]=[CH:11][C:10]([Cl:13])=[C:9]2[C:4]=1[CH:5]([CH3:16])[NH:6][C:7](SC)=[N:8]2.[OH-].[NH4+:18].[OH-].[Na+].OO>C(#N)C.O>[Cl:2][C:3]1[CH:12]=[CH:11][C:10]([Cl:13])=[C:9]2[C:4]=1[CH:5]([CH3:16])[NH:6][C:7]([NH2:18])=[N:8]2 |f:0.1,2.3,4.5|. Procedure details: 5,8-Dichloro-4-methyl-2-methylsulfanyl-3,4-dihydro-quinazoline hydroiodide (116 mg, 0.30 mmol) was suspended in a mixture of ammonium hydroxide (0.22 ml, 25% in H2O, 3 mmol) and acetonitrile (0.9 ml), and heated in a microwave oven to 170° C. (30 min). The reaction was cooled in an ice bath and treated with 1N aqueous sodium hydroxide solution (0.9 ml) and 5-6 drops of concentrated solution of aqueous hydrogen peroxide. A little water was added, and the title compound (36 mg, 52%) was filtered o... Reactants: Br.N1(CCOCC1)N1CCN(CC1)C=1SC=C(N1)C1=CC=C(C(=O)O)C=C1 (4-[2-[4-(4-morpholinyl)-1-piperazinyl]-4-thiazolyl]benzoic acid hydrobromide), COC(=O)C1(CCCCC1)N (1-aminocyclohexanecarboxylic acid methyl ester). Product: COC(=O)C1(CCCCC1)NC(=O)C1=CC=C(C=C1)C=1N=C(SC1)N1CCN(CC1)N1CCOCC1 (1-[[[4-[2-[4-(4-Morpholinyl)-1-piperazinyl]-4-thiazolyl]phenyl]carbonyl]amino]cyclohexanecarboxylic acid methyl ester). As a reaction SMILES: Br.[N:2]1([N:8]2[CH2:13][CH2:12][N:11]([C:14]3[S:15][CH:16]=[C:17]([C:19]4[CH:27]=[CH:26][C:22]([C:23](O)=[O:24])=[CH:21][CH:20]=4)[N:18]=3)[CH2:10][CH2:9]2)[CH2:7][CH2:6][O:5][CH2:4][CH2:3]1.[CH3:28][O:29][C:30]([C:32]1([NH2:38])[CH2:37][CH2:36][CH2:35][CH2:34][CH2:33]1)=[O:31]>>[CH3:28][O:29][C:30]([C:32]1([NH:38][C:23]([C:22]2[CH:26]=[CH:27][C:19]([C:17]3[N:18]=[C:14]([N:11]4[CH2:10][CH2:9][N:8]([N:2]5[CH2:3][CH2:4][O:5][CH2:6][CH2:7]5)[CH2:13][CH2:12]4)[S:15][CH:16]=3)=[CH:20][CH:21]=2)=[O:24])[CH2:33][CH2:34][CH2:35][CH2:36][CH2:37]1)=[O:31] |f:0.1|. Procedure: 4.50 g (9.90 mmol) of 4-[2-[4-(4-morpholinyl)-1-piperazinyl]-4-thiazolyl]benzoic acid hydrobromide was used instead of 4-[2-(4-methyl-1-piperazinyl)-4-thiazolyl]benzoic acid hydrobromide, and 1.57 g (9.90 mmol) of 1-aminocyclohexanecarboxylic acid methyl ester was used instead of 1-aminocyclohexanecarboxylic acid phenylmethyl ester in the process according to Reference Example 210 to obtain 5.08 g (quantitative) of the title compound. Starting materials: CO, Cl, O, N#CC(=O)c1ccco1. Product: O=C(O)C(=O)c1ccco1. As a reaction SMILES: [CH3:12][OH:13].[ClH:10].[OH2:11].[o:1]1[c:2]([C:6](=[O:7])[C:8]#[N:9])[cH:3][cH:4][cH:5]1>>[o:1]1[c:2]([C:6](=[O:7])[C:8](=[O:11])[OH:13])[cH:3][cH:4][cH:5]1. Starting materials: BrC=1C(=NC(=NC1)C(C)(C)C)C(=O)O (5-bromo-2-tert-butyl-pyrimidine-4-carboxylic acid), [OH-].[Na+] (sodium hydroxide). The reagents and catalysts are [Pd] (palladium on carbon). The solvent is CO (methanol). Conditions: time 2 hour. Product: C(C)(C)(C)C1=NC=CC(=N1)C(=O)O (2-tert-butylpyrimidine-4-carboxylic acid). Yield: 92.3%. Reaction SMILES: Br[C:2]1[C:3]([C:12]([OH:14])=[O:13])=[N:4][C:5]([C:8]([CH3:11])([CH3:10])[CH3:9])=[N:6][CH:7]=1.[OH-].[Na+]>CO.[Pd]>[C:8]([C:5]1[N:4]=[C:3]([C:12]([OH:14])=[O:13])[CH:2]=[CH:7][N:6]=1)([CH3:11])([CH3:9])[CH3:10] |f:1.2|. Procedure details: A mixture of 5-bromo-2-tert-butyl-pyrimidine-4-carboxylic acid (1.65 g, 6.37 mmol) and aqueous sodium hydroxide (1.0 N, 19.1 mL, 19.1 mmol) in methanol (100 ml) was treated with a catalytic amount of 10% palladium on carbon. The mixture was degassed under vacuum/nitrogen, then hydrogenated at 50 psi for 2 hours. The catalyst was removed by filtration, the methanol was removed under vacuum, and the aqueous was acidified by the addition of 1.0 N aqueous hydrochloric acid (40 mL). The resulting sus... Reactants: NC=1SC2=C(N1)C=C(C(=C2C2=CC=C(C=C2)Cl)[C@@H](C(=O)O)OC(C)(C)C)C ((S)-2-(2-amino-7-(4-chlorophenyl)-5-methylbenzo[d]thiazol-6-yl)-2-tert-butoxyacetic acid), CCOC(=O)C (EtOAc), C(=O)(O)[O-].[Na+] (NaHCO3), OS(=O)(=O)O (H2SO4). Solvent: CO (MeOH). Reaction conditions: time 8 hour. Product: NC=1SC2=C(N1)C=C(C(=C2C2=CC=C(C=C2)Cl)[C@@H](C(=O)OC)OC(C)(C)C)C ((S)-methyl 2-(2-amino-7-(4-chlorophenyl)-5-methylbenzo[d]thiazol-6-yl)-2-tert-butoxyacetate). Reaction SMILES: [NH2:1][C:2]1[S:3][C:4]2[C:10]([C:11]3[CH:16]=[CH:15][C:14]([Cl:17])=[CH:13][CH:12]=3)=[C:9]([C@H:18]([O:22][C:23]([CH3:26])([CH3:25])[CH3:24])[C:19]([OH:21])=[O:20])[C:8]([CH3:27])=[CH:7][C:5]=2[N:6]=1.OS(O)(=O)=O.[CH3:33]COC(C)=O.C([O-])(O)=O.[Na+]>CO>[NH2:1][C:2]1[S:3][C:4]2[C:10]([C:11]3[CH:16]=[CH:15][C:14]([Cl:17])=[CH:13][CH:12]=3)=[C:9]([C@H:18]([O:22][C:23]([CH3:24])([CH3:26])[CH3:25])[C:19]([O:21][CH3:33])=[O:20])[C:8]([CH3:27])=[CH:7][C:5]=2[N:6]=1 |f:3.4|. Procedure details: To a solution of Preparation of (S)-2-(2-amino-7-(4-chlorophenyl)-5-methylbenzo[d]thiazol-6-yl)-2-tert-butoxyacetic acid from above in MeOH (25 mL) was added H2SO4 (200 μL). The reaction mixture was stirred at rt overnight. EtOAc (20 mL) and saturated NaHCO3 solution (50 mL) were added. The layers were separated, dried, filtered, and concentrated in vacuo. The crude mixture was a mixture of the desired (S)-methyl 2-(2-amino-7-(4-chlorophenyl)-5-methylbenzo[d]thiazol-6-yl)-2-tert-butoxyacetate an... Reactants: C(CCC)(=O)OC(C)C1=CC=C(C=C1)OC(C)OCC (1-(4-(1-ethoxyethoxy)phenyl)ethyl butyrate), C(C)O (ethanol), [BH4-].[Na+] (NaBH4). The product is O1C(CCCC1)OC1=CC=C(C=C1)C(C)O (1-(4-(tetrahydro-2-pyranyloxy)phenyl)ethanol). The yield is 88.0%. Reaction SMILES: C([O:6][CH:7]([C:9]1[CH:14]=[CH:13][C:12]([O:15][CH:16]([O:18][CH2:19][CH3:20])[CH3:17])=[CH:11][CH:10]=1)[CH3:8])(=O)CCC.[BH4-].[Na+].[CH2:23](O)C>>[O:18]1[CH2:19][CH2:20][CH2:23][CH2:17][CH:16]1[O:15][C:12]1[CH:11]=[CH:10][C:9]([CH:7]([OH:6])[CH3:8])=[CH:14][CH:13]=1 |f:1.2|. Procedure details: In 200 ml of ethanol was dissolved 22.0 g (0.1 mole) of 4-(tetrahydro-2-pyranyloxy)acetophenone obtained in Example 4 (i), to which 2.3 g (58 millimoles) of NaBH4 was added, and the mixture was subjected to reaction for 3 hours at 25° C. After ethanol was distilled under reduced pressure, 200 ml of ethanol was added thereto, and it was washed with diluted hydrochloric acid, then water and finally an aqueous solution of sodium hydrogencarbonate. The resulting ether layer was dried with anhydrous ... Starting materials: N1(CCCCC1)C1=NC=C(C=N1)B1OC(C(O1)(C)C)(C)C (2-(piperidin-1-yl)-5-(4,4,5,5-tetramethyl-1,3,2-dioxaborolan-2-yl)pyrimidine), BrC=1C=C(CN(C(CNC(OC(C)(C)C)=O)=O)C)C=CC1 (tert-butyl {2-[(3-bromobenzyl)(methyl)amino]-2-oxoethyl}carbamate), CN(C)C=O (DMF), C([O-])([O-])=O.[Na+].[Na+] (sodium carbonate). Reagents/catalysts: C=1C=CC(=CC1)[P](C=2C=CC=CC2)(C=3C=CC=CC3)[Pd]([P](C=4C=CC=CC4)(C=5C=CC=CC5)C=6C=CC=CC6)([P](C=7C=CC=CC7)(C=8C=CC=CC8)C=9C=CC=CC9)[P](C=1C=CC=CC1)(C=1C=CC=CC1)C=1C=CC=CC1 (tetrakis(triphenylphosphine)palladium). The solvent is O (water), C(Cl)(Cl)Cl (CHCl3). Reaction conditions: temperature 60 celsius, time 8 hour. Yields the product CN(C(CN)=O)CC1=CC(=CC=C1)C=1C=NC(=NC1)N1CCCCC1 (N-methyl-N-{3-[2-(piperidin-1-yl)pyrimidin-5-yl]benzyl}glycinamide). Isolated yield 44.4%. RXN SMILES: [N:1]1([C:7]2[N:12]=[CH:11][C:10](B3OC(C)(C)C(C)(C)O3)=[CH:9][N:8]=2)[CH2:6][CH2:5][CH2:4][CH2:3][CH2:2]1.Br[C:23]1[CH:24]=[C:25]([CH:40]=[CH:41][CH:42]=1)[CH2:26][N:27]([CH3:39])[C:28](=[O:38])[CH2:29][NH:30]C(=O)OC(C)(C)C.CN(C=O)C.C(=O)([O-])[O-].[Na+].[Na+]>C1C=CC([P]([Pd]([P](C2C=CC=CC=2)(C2C=CC=CC=2)C2C=CC=CC=2)([P](C2C=CC=CC=2)(C2C=CC=CC=2)C2C=CC=CC=2)[P](C2C=CC=CC=2)(C2C=CC=CC=2)C2C=CC=CC=2)(C2C=CC=CC=2)C2C=CC=CC=2)=CC=1.C(Cl)(Cl)Cl.O>[CH3:39][N:27]([CH2:26][C:25]1[CH:40]=[CH:41][CH:42]=[C:23]([C:10]2[CH:11]=[N:12][C:7]([N:1]3[CH2:2][CH2:3][CH2:4][CH2:5][CH2:6]3)=[N:8][CH:9]=2)[CH:24]=1)[C:28](=[O:38])[CH2:29][NH2:30] |f:3.4.5,^1:57,59,78,97|. Reported procedure: To a mixture of 2-(piperidin-1-yl)-5-(4,4,5,5-tetramethyl-1,3,2-dioxaborolan-2-yl)pyrimidine (14 mg), tert-butyl {2-[(3-bromobenzyl)(methyl)amino]-2-oxoethyl}carbamate (9 mg), and DMF (0.2 ml) were added tetrakis(triphenylphosphine)palladium (3 mg), sodium carbonate (5 mg), and water (0.1 ml), followed by stirring at 60° C. overnight. After cooling to room temperature, to the reaction mixture was added CHCl3 (2 ml), and the reaction mixture was filtered in a column preconditioned by the addition... Reactants: [Na] (monosodium), CN1C(NC(C=2NC=NC12)=O)=O (3-methylxanthine), BrCCC=C (1-bromo-3-butene). The solvent is CN(C=O)C (dimethylformamide). Conditions: temperature 65 celsius. The product is C(CC=C)N1C=NC=2N(C(NC(C12)=O)=O)C (7-(3-Butenyl)-3-methylxanthine). Reaction SMILES: [Na].[CH3:2][N:3]1[C:11]2[N:10]=[CH:9][NH:8][C:7]=2[C:6](=[O:12])[NH:5][C:4]1=[O:13].Br[CH2:15][CH2:16][CH:17]=[CH2:18]>CN(C)C=O>[CH2:18]([N:8]1[C:7]2[C:6](=[O:12])[NH:5][C:4](=[O:13])[N:3]([CH3:2])[C:11]=2[N:10]=[CH:9]1)[CH2:17][CH:16]=[CH2:15] |^1:0|. Procedure details: 47 g (0.25 mol) of the monosodium salt of 3-methylxanthine (prepared as described in Example 1b) and 34.8 g (0.25 mol) of 97% strength 1-bromo-3-butene in 750 ml of dimethylformamide are stirred for 8 hours at 110° C. Thereafter, the precipitated sodium bromide is removed by filtration of the still hot reaction mixture, the filtrate is concentrated in vacuo, the solid residue is dissolved in 250 ml of 2N sodium hydroxide solution, the solution is heated to about 65° C. and 2N hydrochloric acid i... Starting materials: C(C)(C)(C)OC(=O)C1(C(N(C2=CC(=CC=C12)Br)CC1=CC=C(C=C1)S(N(C)C)(=O)=O)=O)C(=O)OC(C)(C)C (6-Bromo-1-(4-dimethylsulfamoyl-benzyl)-2-oxo-1,2-dihydro-indole-3,3-dicarboxylic acid di-tert-butyl ester). Run in FC(C(=O)O)(F)F (trifluoroacetic acid). Reaction conditions: time 8 hour. The product is BrC1=CC=C2CC(N(C2=C1)CC1=CC=C(C=C1)S(=O)(=O)N(C)C)=O (4-(6-Bromo-2-oxo-2,3-dihydro-indol-1-ylmethyl)-N,N-dimethyl-benzenesulfonamide). The yield is 90.1%. As a reaction SMILES: C(OC([C:8]1(C(OC(C)(C)C)=O)[C:16]2[C:11](=[CH:12][C:13]([Br:17])=[CH:14][CH:15]=2)[N:10]([CH2:18][C:19]2[CH:24]=[CH:23][C:22]([S:25](=[O:30])(=[O:29])[N:26]([CH3:28])[CH3:27])=[CH:21][CH:20]=2)[C:9]1=[O:31])=O)(C)(C)C>FC(F)(F)C(O)=O>[Br:17][C:13]1[CH:12]=[C:11]2[C:16]([CH2:8][C:9](=[O:31])[N:10]2[CH2:18][C:19]2[CH:20]=[CH:21][C:22]([S:25]([N:26]([CH3:27])[CH3:28])(=[O:30])=[O:29])=[CH:23][CH:24]=2)=[CH:15][CH:14]=1. Procedure: 6-Bromo-1-(4-dimethylsulfamoyl-benzyl)-2-oxo-1,2-dihydro-indole-3,3-dicarboxylic acid di-tert-butyl ester (10.0 g, 16.4 mmol) was dissolved in 50 ml of trifluoroacetic acid (TFA) under an atmosphere of dry N2 and stirred overnight at ambient temperature. The reaction mixture was then concentrated under vacuum and partitioned between DCM and saturated aqueous sodium bicarbonate (NaHCO3). The DCM layer was then dried over MgSO4, filtered and concentrated under vacuum to give 6.05 g of the titled c...